From a dataset of the Open Reaction Database (ORD), a public repository of structured organic reaction records. describe an organic reaction: reactants, conditions, products, and yield Starting materials: FC1CNCC1CNC1CC1, Cc1c(F)c(F)c(N)c2c(=O)c(C(=O)O)cn(C3CC3)c12. Product: Cc1c(N2CC(F)C(CNC3CC3)C2)c(F)c(N)c2c(=O)c(C(=O)O)cn(C3CC3)c12. As a reaction SMILES: [CH:22]1([NH:25][CH2:26][CH:27]2[CH2:28][NH:29][CH2:30][CH:31]2[F:32])[CH2:23][CH2:24]1.[NH2:1][c:2]1[c:3]2[c:4](=[O:21])[c:5]([C:18](=[O:19])[OH:20])[cH:6][n:7]([CH:15]3[CH2:16][CH2:17]3)[c:8]2[c:9]([CH3:14])[c:10]([F:13])[c:11]1[F:12]>>[NH2:1][c:2]1[c:3]2[c:4](=[O:21])[c:5]([C:18](=[O:19])[OH:20])[cH:6][n:7]([CH:15]3[CH2:16][CH2:17]3)[c:8]2[c:9]([CH3:14])[c:10]([N:29]2[CH2:28][CH:27]([CH2:26][NH:25][CH:22]3[CH2:23][CH2:24]3)[CH:31]([F:32])[CH2:30]2)[c:11]1[F:12].